describe an organic reaction: reactants, conditions, products, and yield From a dataset of the Open Reaction Database (ORD), a public repository of structured organic reaction records. Reactants: [N+](=O)(O)[O-] (nitric acid), CCC1(C(=O)NC(=O)NC1=O)C2=CC=CC=C2 (nunol), C[C@]12CC[C@@H]3C=4C=CC(=CC4CC[C@H]3[C@@H]1CCC2=O)O (Estrone). Run in C(C)(=O)O (acetic acid), C(C)(=O)O (acetic acid). Reaction conditions: temperature 120 celsius. Product: OC1=C(C=2CC[C@H]3[C@@H]4CCC([C@@]4(C)CC[C@@H]3C2C=C1)=O)[N+](=O)[O-] (3-Hydroxy-4-nitroestra-1,3,5(10)-trien-17-one). Isolated yield 13.0%. RXN SMILES: [CH3:1][C@@:2]12[C:18](=[O:19])[CH2:17][CH2:16][C@H:15]1[C@H:14]1[C@@H:5]([C:6]3[CH:7]=[CH:8][C:9]([OH:20])=[CH:10][C:11]=3[CH2:12][CH2:13]1)[CH2:4][CH2:3]2.[N+:21]([O-])([OH:23])=[O:22].CCC1(C2C=CC=CC=2)C(=O)NC(=O)NC1=O>C(O)(=O)C>[OH:20][C:9]1[CH:8]=[CH:7][C:6]2[C@@H:5]3[C@H:14]([C@H:15]4[C@@:2]([CH2:3][CH2:4]3)([CH3:1])[C:18](=[O:19])[CH2:17][CH2:16]4)[CH2:13][CH2:12][C:11]=2[C:10]=1[N+:21]([O-:23])=[O:22]. Reported procedure: To a suspension of estrone (11, 8.11 g, 30 mmol) in acetic acid (250 mL) was heated to 120° C. and cooled to 50° C. To the reaction mixture was added 70% nitric acid (2.27 mL, 36 nunol, in an acetic acid (8.0 mL) solution) at 50° C., and stirred for 20 h at room temperature. The precipitate was filtered and washed with acetic acid, H2O, Et2O to afford 1.18 g of 76a (13% yield) mp: >250° C. To the filtrate was added H2O; it was then extracted with Et2O. The combined organic layers were washed wit... Starting materials: C(C1=CC=CC=C1)OC1=CC(=C(C=C[N+](=O)[O-])C=C1OCC1=CC=CC=C1)[N+](=O)[O-] (4,5-dibenzyloxy-2,β-di-nitrostyrene), FC(C(=O)O)(F)F (trifluoroacetic acid). Product: OC=1C=C2C=CNC2=CC1O (5,6-dihydroxyindole), OC1=CC(=C(C=C[N+](=O)[O-])C=C1O)[N+](=O)[O-] (4,5-dihydroxy-2,β-di-nitrostyrene). Reaction SMILES: C([O:8][C:9]1[C:19]([O:20]CC2C=CC=CC=2)=[CH:18][C:12]([CH:13]=[CH:14][N+:15]([O-:17])=[O:16])=[C:11]([N+:28]([O-:30])=[O:29])[CH:10]=1)C1C=CC=CC=1.FC(F)(F)C(O)=O>>[OH:20][C:19]1[CH:18]=[C:12]2[C:11](=[CH:10][C:9]=1[OH:8])[NH:28][CH:14]=[CH:13]2.[OH:8][C:9]1[C:19]([OH:20])=[CH:18][C:12]([CH:13]=[CH:14][N+:15]([O-:17])=[O:16])=[C:11]([N+:28]([O-:30])=[O:29])[CH:10]=1. Procedure: or by debenzylation of 4,5-dibenzyloxy-2,β-di-nitrostyrene; in this case the debenzylation is performed by means of trifluoroacetic acid. In a second stage 5,6-dihydroxyindole is obtained from 4,5-dihydroxy-2,β-di-nitrostyrene as indicated above (U.S. Pat. No. 4,595,765). Reactants: O([Na])[Si](C(C)(C)C)(C(C)(C)C)C(C)(C)C (NaOSitBu3), [CH-]1C=CC=C1.Cl[Ti+](Cl)Cl (CpTiCl3). Run in C1(=CC=CC=C1)C (toluene), C1(=CC=CC=C1)C (toluene). Run at temperature 23 celsius, time 5 hour. Yields the product [Cl-].[Cl-].C1(C=CC=C1)[Ti+2]O[Si](C(C)(C)C)(C(C)(C)C)C(C)(C)C (Cyclopentadienyl(tri-t-butylsi loxy)Titani um Dichloride). RXN SMILES: [O:1]([Si:3]([C:12]([CH3:15])([CH3:14])[CH3:13])([C:8]([CH3:11])([CH3:10])[CH3:9])[C:4]([CH3:7])([CH3:6])[CH3:5])[Na].[CH-:16]1[CH:20]=[CH:19][CH:18]=[CH:17]1.[Cl:21][Ti+:22](Cl)Cl>C1(C)C=CC=CC=1>[Cl-:21].[Cl-:21].[CH:16]1([Ti+2:22][O:1][Si:3]([C:12]([CH3:15])([CH3:14])[CH3:13])([C:8]([CH3:11])([CH3:10])[CH3:9])[C:4]([CH3:7])([CH3:6])[CH3:5])[CH:20]=[CH:19][CH:18]=[CH:17]1 |f:1.2,4.5.6|. Reported procedure: NaOSitBu3 (0.502 g, 2.106 mmol, prepared by reacting Na and tBu3SiOH in refluxing hexane) in toluene (20 mL) was added to a toluene solution (20 mL) of CpTiCl3 (0.462 g, 2.106 mmol) at −78° C. The solution was warmed to 23° C. and stirred for about 5 hours. The solution was pumped to dryness and the residue was extracted with hexane. The hexane solution was concentrated to ˜2 mL and the product crystallized as yellow-orange crystals at −70° C. Yield was 0.79g, 94%. 1H NMR (C7D8, δ): 6.22 (s, 5H)... Procedure: 1-Amino-1-methyl guanidine sulphate (12.3 g) and trifluoroacetic acid (16 ml) were heated at reflux for 96 h. Excess trifluoroacetic acid was removed by distillation and the residue was basified with sodium bicarbonate and extracted with ethyl acetate. The extract was dried and evaporated to give a white solid (7.2 g) which was recrystallised from a mixture of methyl acetate (8 ml) and petroleum ether (b.p. 60°-80°) (20 ml) to give the title compound as a white powder (5.1 g) m.p. 165°-166°. RXN SMILES: S(O)(O)(=O)=O.[NH2:6][N:7]([CH3:11])[C:8]([NH2:10])=[NH:9].[F:12][C:13]([F:18])([F:17])[C:14](O)=O>>[CH3:11][N:7]1[C:8]([NH2:10])=[N:9][C:14]([C:13]([F:18])([F:17])[F:12])=[N:6]1 |f:0.1|. Reactants: S(=O)(=O)(O)O.NN(C(=N)N)C (1-Amino-1-methyl guanidine sulphate), FC(C(=O)O)(F)F (trifluoroacetic acid). Yields the product CN1N=C(N=C1N)C(F)(F)F (1-Methyl-3-trifluoromethyl-1H-1,2,4-triazole-5-amine).